This data is from the Open Reaction Database (ORD), a public repository of structured organic reaction records. The task is: describe an organic reaction: reactants, conditions, products, and yield The reactants are [H-].[Al+3].[Li+].[H-].[H-].[H-] (lithium aluminum hydride), FC=1C=C(OC2=CC=C(OC(C(=O)OCC)C)C=C2)C=C(C1)F (ethyl 2-[4-(3,5-difluorophenoxy)phenoxy]propionate), Cl (hydrochloric acid). Run in C(C)OCC (diethyl ether), C(C)OCC (diethyl ether). Reaction conditions: time 1 hour. Product: CC(CO)OC1=CC=C(C=C1)OC1=CC(=CC(=C1)F)F (2-methyl-2-[4-(3,5-difluorophenoxy)phenoxy]ethanol). The yield is 92.9%. As a reaction SMILES: [F:1][C:2]1[CH:3]=[C:4]([CH:20]=[C:21]([F:23])[CH:22]=1)[O:5][C:6]1[CH:19]=[CH:18][C:9]([O:10][CH:11]([CH3:17])[C:12](OCC)=[O:13])=[CH:8][CH:7]=1.[H-].[Al+3].[Li+].[H-].[H-].[H-].Cl>C(OCC)C>[CH3:17][CH:11]([O:10][C:9]1[CH:18]=[CH:19][C:6]([O:5][C:4]2[CH:20]=[C:21]([F:23])[CH:22]=[C:2]([F:1])[CH:3]=2)=[CH:7][CH:8]=1)[CH2:12][OH:13] |f:1.2.3.4.5.6|. Procedure details: The thus obtained ethyl 2-[4-(3,5-difluorophenoxy)phenoxy]propionate (15.6 g) was dissolved in diethyl ether (10 ml). The resulting solution was dropwise added to a suspension of lithium aluminum hydride (1.38 g, 36.3 mmol) in diethyl ether (70 ml) with stirring at an inner temperature of -20° to -10° C. After completion of the addition, stirring was continued for 1 hour while keeping the inner temperature at 0° to 5° C. The reaction mixture was poured into a mixture of ice and hydrochloric acid... Starting materials: Cl.C(#N)C1(CC1)NC(=O)[C@H]1NC[C@@H](C1)S(=O)(=O)C1=C(C=C(C=C1)N1C=NC=C1)C(F)(F)F ((2S,4R)-4-(4-imidazol-1-yl-2-trifluoromethyl-benzenesulfonyl)-pyrrolidine-2-carboxylic acid (1-cyano-cyclopropyl)-amide hydrochloride), C(C)(=O)OC(C)=O (acetic anhydride). Product: C(#N)C1(CC1)NC(=O)[C@H]1N(C[C@@H](C1)S(=O)(=O)C1=C(C=C(C=C1)N1C=NC=C1)C(F)(F)F)C(C)=O ((2S,4R)-1-acetyl-4-(4-imidazol-1-yl-2-trifluoromethyl-benzenesulfonyl)-pyrrolidine-2-carboxylic acid (1-cyano-cyclopropyl)-amide). RXN SMILES: Cl.[C:2]([C:4]1([NH:7][C:8]([C@@H:10]2[CH2:14][C@@H:13]([S:15]([C:18]3[CH:23]=[CH:22][C:21]([N:24]4[CH:28]=[CH:27][N:26]=[CH:25]4)=[CH:20][C:19]=3[C:29]([F:32])([F:31])[F:30])(=[O:17])=[O:16])[CH2:12][NH:11]2)=[O:9])[CH2:6][CH2:5]1)#[N:3].[C:33](OC(=O)C)(=[O:35])[CH3:34]>>[C:2]([C:4]1([NH:7][C:8]([C@@H:10]2[CH2:14][C@@H:13]([S:15]([C:18]3[CH:23]=[CH:22][C:21]([N:24]4[CH:28]=[CH:27][N:26]=[CH:25]4)=[CH:20][C:19]=3[C:29]([F:30])([F:32])[F:31])(=[O:16])=[O:17])[CH2:12][N:11]2[C:33](=[O:35])[CH3:34])=[O:9])[CH2:6][CH2:5]1)#[N:3] |f:0.1|. Procedure details: (2S,4R)-4-(4-imidazol-1-yl-2-trifluoromethyl-benzenesulfonyl)-pyrrolidine-2-carboxylic acid (1-cyano-cyclopropyl)-amide hydrochloride from experiment D10 was acylated with acetic anhydride in analogy to experiment L29 to give (2S,4R)-1-acetyl-4-(4-imidazol-1-yl-2-trifluoromethyl-benzenesulfonyl)-pyrrolidine-2-carboxylic acid (1-cyano-cyclopropyl)-amide as a colorless solid. MS: 496.3 [M+H]+. Reactants: hydrochloride salt, CC1(OC[C@@H](O1)C=O)C ((R)-2,2-Dimethyl-1.3-dioxolane-4-carboxaldehyde), C(C1=CC=CC=C1)NO (N-benzyl-hydroxylamine), S(=O)(=O)([O-])[O-].[Na+].[Na+] (sodium sulfate). Run in C(Cl)Cl (CH2Cl2), C(Cl)Cl (DCM). Reaction conditions: time 16.5 hour. Yields the product CC1(OC[C@@H](O1)\C=[N+](\CC1=CC=CC=C1)/[O-])C ((S,Z)-N-((2,2-dimethyl-1,3-dioxolan-4-yl)methylene)-1-phenylmethanamine oxide). The yield is 54.6%. As a reaction SMILES: [CH3:1][C:2]1([CH3:9])[O:6][C@@H:5]([CH:7]=O)[CH2:4][O:3]1.S([O-])([O-])(=O)=O.[Na+].[Na+].[CH2:17]([NH:24][OH:25])[C:18]1[CH:23]=[CH:22][CH:21]=[CH:20][CH:19]=1>C(Cl)Cl>[CH3:9][C:2]1([CH3:1])[O:6][C@@H:5](/[CH:7]=[N+:24](\[O-:25])/[CH2:17][C:18]2[CH:23]=[CH:22][CH:21]=[CH:20][CH:19]=2)[CH2:4][O:3]1 |f:1.2.3|. Reported procedure: 1.50 g (11.53 mmol) (R)-2,2-Dimethyl-1.3-dioxolane-4-carboxaldehyde (Fluorochem, Hadfield, UK) was dissolved in 60 ml of DCM and treated with 1.64 g (11.53 mmol) sodium sulfate. The reaction mixture was flushed with argon and treated with a solution of 1.42 g (11.53 mmol) N-benzyl-hydroxylamine (prepared from the commercially available hydrochloride salt) in 20 ml of CH2Cl2. The reaction mixture was stirred under argon at RT for 16.5 h and then filtered. Silicagel was added to the filtrate is an... Reactants: N12CCCCCC2=NCCC1 (1,8-diazabicyclo[5.4.0]undec-7-ene), N1=CC=CC=C1 (pyridine), C1(=CC=CC=C1)OC(=O)Cl (phenylchloroformate), ONC(C1=CC=C(C=C1)S(=O)(=O)N1CCC2=CC(=CC=C12)C=1C=NC(=CC1)C(F)(F)F)=N (N-Hydroxy-4-[5-(6-trifluoromethyl-pyridin-3-yl)-2,3-dihydro-indole-1-sulfonyl]-benzamidine). Run in C(C)#N (acetonitrile), ClCCl (dichloromethane). The product is FC(C1=CC=C(C=N1)C=1C=C2CCN(C2=CC1)S(=O)(=O)C1=CC=C(C=C1)C1=NOC(N1)=O)(F)F (3-{4-[5-(6-Trifluoromethyl-pyridin-3-yl)-2,3-dihydro-indole-1-sulfonyl]-phenyl}-4H-[1,2,4]oxadiazol-5-one). Reaction SMILES: [OH:1][NH:2][C:3](=[NH:32])[C:4]1[CH:9]=[CH:8][C:7]([S:10]([N:13]2[C:21]3[C:16](=[CH:17][C:18]([C:22]4[CH:23]=[N:24][C:25]([C:28]([F:31])([F:30])[F:29])=[CH:26][CH:27]=4)=[CH:19][CH:20]=3)[CH2:15][CH2:14]2)(=[O:12])=[O:11])=[CH:6][CH:5]=1.N1C=CC=CC=1.[C:39]1([O:45]C(Cl)=O)C=CC=CC=1.N12CCCN=C1CCCCC2>ClCCl.C(#N)C>[F:29][C:28]([F:31])([F:30])[C:25]1[N:24]=[CH:23][C:22]([C:18]2[CH:17]=[C:16]3[C:21](=[CH:20][CH:19]=2)[N:13]([S:10]([C:7]2[CH:6]=[CH:5][C:4]([C:3]4[NH:32][C:39](=[O:45])[O:1][N:2]=4)=[CH:9][CH:8]=2)(=[O:11])=[O:12])[CH2:14][CH2:15]3)=[CH:27][CH:26]=1. Procedure: 550 mg crude N-Hydroxy-4-[5-(6-trifluoromethyl-pyridin-3-yl)-2,3-dihydro-indole-1-sulfonyl]-benzamidine were dissolved in 20 ml dichloromethane. 0.17 ml pyridine and 0.18 ml phenylchloroformate were added and the mixture stirred at room temperature for ten minutes. The mixture was diluted by the addition of 20 ml acetonitrile and 0.89 ml 1,8-diazabicyclo[5.4.0]undec-7-ene were added. The mixture was stirred at room temperature for 15 minutes. The mixture was evaporated in vacuo and the resulting... Starting materials: C(CCCCCCCCCCCCCCCCC)OC=1C=CC(=C(C(=O)NN)C1)O (5-octadecoxy-2-hydroxybenzoic acid hydrazide), O (water), N1=CC=CC=C1 (pyridine), C(CCCCCCC)OC(=O)Cl (chloroformic acid n-octyl ester). The solvent is CC(=O)N(C)C (dimethylacetamide). Conditions: temperature 80 celsius. The product is C(CCCCCCC)OC(=O)N(N)C(C1=C(C=CC(=C1)OCCCCCCCCCCCCCCCCCC)O)=O (N-(5-octadecoxy-2-hydroxybenzoyl)-hydrazinecarboxylic acid n-octyl ester). Reaction SMILES: [CH2:1]([O:19][C:20]1[CH:21]=[CH:22][C:23]([OH:30])=[C:24]([CH:29]=1)[C:25]([NH:27][NH2:28])=[O:26])[CH2:2][CH2:3][CH2:4][CH2:5][CH2:6][CH2:7][CH2:8][CH2:9][CH2:10][CH2:11][CH2:12][CH2:13][CH2:14][CH2:15][CH2:16][CH2:17][CH3:18].N1C=CC=CC=1.[CH2:37]([O:45][C:46](Cl)=[O:47])[CH2:38][CH2:39][CH2:40][CH2:41][CH2:42][CH2:43][CH3:44].O>CC(N(C)C)=O>[CH2:37]([O:45][C:46]([N:27]([C:25](=[O:26])[C:24]1[CH:29]=[C:20]([O:19][CH2:1][CH2:2][CH2:3][CH2:4][CH2:5][CH2:6][CH2:7][CH2:8][CH2:9][CH2:10][CH2:11][CH2:12][CH2:13][CH2:14][CH2:15][CH2:16][CH2:17][CH3:18])[CH:21]=[CH:22][C:23]=1[OH:30])[NH2:28])=[O:47])[CH2:38][CH2:39][CH2:40][CH2:41][CH2:42][CH2:43][CH3:44]. Procedure: 42 g of 5-octadecoxy-2-hydroxybenzoic acid hydrazide are suspended in 200 ml of dimethylacetamide and 8 g of pyridine and 19.3 g of chloroformic acid n-octyl ester are added simultaneously over the course of 30 minutes. The reaction mixture is subsequently heated to 80° C for 5 hours whilst stirring, cooled and poured into 1 litre of water. This produces a white precipitate of the N-(5-octadecoxy-2-hydroxybenzoyl)-hydrazinecarboxylic acid n-octyl ester which has been formed (Stabiliser No. 9). T... Reactants: OC1=C(C=CC(=C1)O)C(CC)=O (2',4'-dihydroxypropiophenone), NC1=CC=C(C=C1)C=1CCC(NN1)=O (6-(4-aminophenyl)-4,5-dihydropyridazin-3(2H)one). Run in CC(=O)N(C)C (DMA). Conditions: temperature 140 celsius. Yields the product OC1=C(C=CC(=C1)O)C(CC)=NC1=CC=C(C=C1)C=1CCC(NN1)=O (6-[4-(1-(2,4-dihydroxyphenyl)propylidene)aminophenyl]-4,5-dihydro-pyridazin-3(2H)one). Reaction SMILES: [OH:1][C:2]1[CH:7]=[C:6]([OH:8])[CH:5]=[CH:4][C:3]=1[C:9](=O)[CH2:10][CH3:11].[NH2:13][C:14]1[CH:19]=[CH:18][C:17]([C:20]2[CH2:21][CH2:22][C:23](=[O:26])[NH:24][N:25]=2)=[CH:16][CH:15]=1>CC(N(C)C)=O>[OH:1][C:2]1[CH:7]=[C:6]([OH:8])[CH:5]=[CH:4][C:3]=1[C:9](=[N:13][C:14]1[CH:19]=[CH:18][C:17]([C:20]2[CH2:21][CH2:22][C:23](=[O:26])[NH:24][N:25]=2)=[CH:16][CH:15]=1)[CH2:10][CH3:11]. Reported procedure: A solution containing 1.0 g (0.006 mol) of 2',4'-dihydroxypropiophenone and 0.57 g (0.003 mol) of 6-(4-aminophenyl)-4,5-dihydropyridazin-3(2H)one in 10 ml of DMA was heated for 20 h at 140° C. The solvent was evaporated in vacuo and the residue was crystallized from ethanol. Yield 0.05 g (5%), m.p. 350° C. (decomp). The reactants are NC=1N=CC(=NC1)N1CCN(CC1)C(=O)OC(C)(C)C (tert-Butyl 4-(5-Aminopyrazin-2-yl)piperazine-1-carboxylate), BrC=1C(N(C=C(C1)Br)C)=O (3,5-dibromo-1-methylpyridin-2(1H)-one), C1=CC=C(C=C1)P(C2=CC=CC=C2)C3=C(C4=CC=CC=C4C=C3)C5=C(C=CC6=CC=CC=C65)P(C7=CC=CC=C7)C8=CC=CC=C8 ((R)-(+)-2,2′-bis(diphenylphosphino)-1,1′-binaphthyl), C(=O)([O-])[O-].[Cs+].[Cs+] (Cs2CO3). Reagents/catalysts: C(C)(=O)[O-].C(C)(=O)[O-].[Pd+2] (palladium diacetate). The solvent is O1CCOCC1 (1,4-dioxane). Run at temperature 120 celsius. Yields the product BrC=1C=C(C(N(C1)C)=O)NC=1N=CC(=NC1)N1CCN(CC1)C(=O)OC(C)(C)C (tert-Butyl 4-(5-(5-Bromo-1-methyl-2-oxo-1,2-dihydropyridin-3-ylamino)pyrazin-2-yl)piperazine-1-carboxylate). Yield: 49.1%. As a reaction SMILES: [NH2:1][C:2]1[N:3]=[CH:4][C:5]([N:8]2[CH2:13][CH2:12][N:11]([C:14]([O:16][C:17]([CH3:20])([CH3:19])[CH3:18])=[O:15])[CH2:10][CH2:9]2)=[N:6][CH:7]=1.Br[C:22]1[C:23](=[O:30])[N:24]([CH3:29])[CH:25]=[C:26]([Br:28])[CH:27]=1.C1C=CC(P(C2C=CC3C(=CC=CC=3)C=2C2C3C(=CC=CC=3)C=CC=2P(C2C=CC=CC=2)C2C=CC=CC=2)C2C=CC=CC=2)=CC=1.C([O-])([O-])=O.[Cs+].[Cs+]>O1CCOCC1.C([O-])(=O)C.C([O-])(=O)C.[Pd+2]>[Br:28][C:26]1[CH:27]=[C:22]([NH:1][C:2]2[N:3]=[CH:4][C:5]([N:8]3[CH2:9][CH2:10][N:11]([C:14]([O:16][C:17]([CH3:20])([CH3:19])[CH3:18])=[O:15])[CH2:12][CH2:13]3)=[N:6][CH:7]=2)[C:23](=[O:30])[N:24]([CH3:29])[CH:25]=1 |f:3.4.5,7.8.9|. Procedure details: A mixture of 189d (1.1 g, 3.94 mmol), 3,5-dibromo-1-methylpyridin-2(1H)-one (1.1 g, 3.94 mmol), palladium diacetate (45 mg, 0.20 mmol), (R)-(+)-2,2′-bis(diphenylphosphino)-1,1′-binaphthyl (245 mg, 0.39 mmol), and Cs2CO3 (2.6 g, 7.9 mmol) in 1,4-dioxane (150 mL) was heated at 120° C. for 2 hours. It was then cooled to room temperature and concentrated under reduced pressure. The residue was purified by column chromatography eluting with 30:1 dichloromethane/methanol to afford 189e (900 mg, 54%). ...